This data is from the Open Reaction Database (ORD), a public repository of structured organic reaction records. The task is: describe an organic reaction: reactants, conditions, products, and yield Reactants: C(C)(C)(C)[Si](OCC[C@@H](CO)O)(C)C ((2S)-4-(tert-butyl-dimethyl-silanyloxy)-butane-1,2-diol), C(=O)(O)[O-].[Na+] (NaHCO3), TEA, S(=O)(=O)(C1=CC=C(C)C=C1)Cl (TsCl). The reagents and catalysts are CN(C)C=1C=CN=CC1 (DMAP). Run in C(Cl)Cl (DCM), C(Cl)Cl (DCM). Reaction conditions: time 5 hour. The product is C(C)(C)(C)[Si](OCC[C@@H](COS(=O)(=O)C1=CC=C(C=C1)C)O)(C)C (Toluene-4-sulfonic acid (S)-4-(tert-butyl-dimethyl-silanyloxy)-2-hydroxy-butyl ester). The yield is 77.4%. Reaction SMILES: [C:1]([Si:5]([CH3:14])([CH3:13])[O:6][CH2:7][CH2:8][C@H:9]([OH:12])[CH2:10][OH:11])([CH3:4])([CH3:3])[CH3:2].[S:15](Cl)([C:18]1[CH:24]=[CH:23][C:21]([CH3:22])=[CH:20][CH:19]=1)(=[O:17])=[O:16].C([O-])(O)=O.[Na+]>CN(C1C=CN=CC=1)C.C(Cl)Cl>[C:1]([Si:5]([CH3:13])([CH3:14])[O:6][CH2:7][CH2:8][C@H:9]([OH:12])[CH2:10][O:11][S:15]([C:18]1[CH:24]=[CH:23][C:21]([CH3:22])=[CH:20][CH:19]=1)(=[O:17])=[O:16])([CH3:4])([CH3:3])[CH3:2] |f:2.3|. Reported procedure: To a solution of (2S)-4-(tert-butyl-dimethyl-silanyloxy)-butane-1,2-diol (23.9 g, 108 mmol; second eluting compound in Preparation C, step C.i) and DMAP (2.65 g, 0.2 eq) in DCM (80 mL) cooled to 0° C. were added TEA (43.8 mL, 2.9 eq.) and a solution of TsCl (20.7 g, 1.1 eq.) in DCM (15 mL). The mixture was stirred at rt for 5 h, poured on sat. aq. NaHCO3 and extracted with DCM. The org. layer was dried over MgSO4 and concentrated. The residue was purified by CC (Hept/EA 2:1) to afford the title ... The reactants are Cl (HCl), COC1=CC=C(C=N1)NC1=NC=C(C=O)C=C1C1=C2N=CN(C2=NC(=N1)C)C1OCCCC1 (6-(6-Methoxypyridin-3-ylamino)-5-(2-methyl-9-(tetrahydro-2H-pyran-2-yl)-9H-purin-6-yl)nicotinaldehyde), [BH4-].[Na+] (sodium borohydride), COC1=CC=C(N)C=C1 (4-methoxyaniline). The reagents and catalysts are C(C)(C)O[Ti](OC(C)C)(OC(C)C)OC(C)C (tetraisopropoxytitanium). The solvent is CO (MeOH), C(Cl)Cl (DCM), C(Cl)Cl (DCM), CCO (EtOH), O (water). Reaction conditions: time 8 hour. Yields the product COC1=CC=C(C=C1)NCC=1C=C(C(=NC1)NC=1C=NC(=CC1)OC)C1=C2N=CNC2=NC(=N1)C (5-((4-methoxyphenylamino)methyl)-N-(6-methoxypyridin-3-yl)-3-(2-methyl-9H-purin-6-yl)pyridin-2-amine). The yield is 75.9%. As a reaction SMILES: [CH3:1][O:2][C:3]1[N:8]=[CH:7][C:6]([NH:9][C:10]2[C:17]([C:18]3[N:26]=[C:25]([CH3:27])[N:24]=[C:23]4[C:19]=3[N:20]=[CH:21][N:22]4C3CCCCO3)=[CH:16][C:13]([CH:14]=O)=[CH:12][N:11]=2)=[CH:5][CH:4]=1.[CH3:34][O:35][C:36]1[CH:42]=[CH:41][C:39]([NH2:40])=[CH:38][CH:37]=1.[BH4-].[Na+].Cl>CCO.C(O[Ti](OC(C)C)(OC(C)C)OC(C)C)(C)C.O.CO.C(Cl)Cl>[CH3:34][O:35][C:36]1[CH:42]=[CH:41][C:39]([NH:40][CH2:14][C:13]2[CH:16]=[C:17]([C:18]3[N:26]=[C:25]([CH3:27])[N:24]=[C:23]4[C:19]=3[N:20]=[CH:21][NH:22]4)[C:10]([NH:9][C:6]3[CH:7]=[N:8][C:3]([O:2][CH3:1])=[CH:4][CH:5]=3)=[N:11][CH:12]=2)=[CH:38][CH:37]=1 |f:2.3|. Reported procedure: 6-(6-Methoxypyridin-3-ylamino)-5-(2-methyl-9-(tetrahydro-2H-pyran-2-yl)-9H-purin-6-yl)nicotinaldehyde (187.1 mg, 0.4200 mmol) was suspended in EtOH (3.8 mL) and tetraisopropoxytitanium (Fluka, Buchs, Switzerland, 0.25 mL, 0.84 mmol) and 4-methoxyaniline (Aldrich, St. Louis, Mo., 81.9 mg, 0.665 mmol) were added. DCM (2 mL) was added about 15 minutes later, and the reaction was stirred under nitrogen at room temperature overnight. Then, sodium borohydride (36 mg, 0.95 mmol) was added along with DC...